From a dataset of the Open Reaction Database (ORD), a public repository of structured organic reaction records. describe an organic reaction: reactants, conditions, products, and yield The reactants are O=C1NC=2C(=CC=3C=C(NC3C2)C(=O)OCC)N1 (ethyl 2-oxo-1,2,3,5-tetrahydro-imidazo[4,5-f]indole-6-carboxylate). Solvent: O (water). The product is O=C1NC=2C(=CC=3C=C(NC3C2)C(=O)O)N1 (2-Oxo-1,2,3,5-tetrahydro-imidazo[4,5-f]indole-6-carboxylic acid). Reaction SMILES: [O:1]=[C:2]1[NH:18][C:5]2=[CH:6][C:7]3[CH:8]=[C:9]([C:13]([O:15]CC)=[O:14])[NH:10][C:11]=3[CH:12]=[C:4]2[NH:3]1>O>[O:1]=[C:2]1[NH:18][C:5]2=[CH:6][C:7]3[CH:8]=[C:9]([C:13]([OH:15])=[O:14])[NH:10][C:11]=3[CH:12]=[C:4]2[NH:3]1. Reported procedure: The title compound is prepared from ethyl 2-oxo-1,2,3,5-tetrahydro-imidazo[4,5-f]indole-6-carboxylate _according to the method described in Example 1/b. Mp.: >270° C. (water).